describe an organic reaction: reactants, conditions, products, and yield From a dataset of the Open Reaction Database (ORD), a public repository of structured organic reaction records. Starting materials: COc1cc(Br)ccc1O, C1CCOC1, Cc1ncsc1CCO, c1ccc(P(c2ccccc2)c2ccccc2)cc1. Product: COc1cc(Br)ccc1OCCc1scnc1C. RXN SMILES: [Br:1][c:2]1[cH:3][c:4]([O:9][CH3:10])[c:5]([OH:8])[cH:6][cH:7]1.[CH2:39]1[O:40][CH2:41][CH2:42][CH2:43]1.[CH3:11][c:12]1[n:13][cH:14][s:15][c:16]1[CH2:17][CH2:18][OH:19].[c:20]1([P:21]([c:22]2[cH:23][cH:24][cH:25][cH:26][cH:27]2)[c:28]2[cH:29][cH:30][cH:31][cH:32][cH:33]2)[cH:34][cH:35][cH:36][cH:37][cH:38]1>>[Br:1][c:2]1[cH:3][c:4]([O:9][CH3:10])[c:5]([O:8][CH2:18][CH2:17][c:16]2[c:12]([CH3:11])[n:13][cH:14][s:15]2)[cH:6][cH:7]1. Reactants: CC(C)(C)OC(=O)N1CCN(CC1)c2ccc(NC(=O)c3oc(cc3)c4ccc(cc4)C#N)cc2 (p-CN Core). Reagents/catalysts: O=S(=O)(O)O (H2SO4), CCN=P(N=P(N(C)C)(N(C)C)N(C)C)(N(C)C)N(C)C ( P2-Et). Solvent: COCCOCCOC (diglyme), CN(C)C=O (DMF), CN(C)C=O (DMF). Run at temperature 23 celsius, time 20 hour. Product: CC(C)(C)OC(=O)N1CCN(CC1)c2ccc(NC(=O)c3oc(cc3)c4ccc(cc4)C#N)cc2 (MK2_Core_CN). The reactants are FC(C(=O)O)(F)F (2,2,2-Trifluoroacetic acid), FC=1C=C(C=CC1N1CCOCC1)NC1=NC(=C2C(=N1)N(N=C2)C2OCCCC2)C=2C=C(C=CC2)NC(C=C)=O (N-(3-(6-((3-fluoro-4-morpholinophenyl)amino)-1-(tetrahydro-2H-pyran-2-yl)-1H-pyrazolo[3,4-d]pyrimidin-4-yl)phenyl)acrylamide). Solvent: C(Cl)Cl (CH2Cl2). Conditions: time 8 hour. The product is FC=1C=C(C=CC1N1CCOCC1)NC1=NC(=C2C(=N1)NN=C2)C=2C=C(C=CC2)NC(C=C)=O (N-(3-(6-((3-fluoro-4-morpholinophenyl)amino)-1H-pyrazolo[3,4-d]pyrimidin-4-yl)phenyl)acrylamide). Reaction SMILES: FC(F)(F)C(O)=O.[F:8][C:9]1[CH:10]=[C:11]([NH:21][C:22]2[N:27]=[C:26]3[N:28](C4CCCCO4)[N:29]=[CH:30][C:25]3=[C:24]([C:37]3[CH:38]=[C:39]([NH:43][C:44](=[O:47])[CH:45]=[CH2:46])[CH:40]=[CH:41][CH:42]=3)[N:23]=2)[CH:12]=[CH:13][C:14]=1[N:15]1[CH2:20][CH2:19][O:18][CH2:17][CH2:16]1>C(Cl)Cl>[F:8][C:9]1[CH:10]=[C:11]([NH:21][C:22]2[N:27]=[C:26]3[NH:28][N:29]=[CH:30][C:25]3=[C:24]([C:37]3[CH:38]=[C:39]([NH:43][C:44](=[O:47])[CH:45]=[CH2:46])[CH:40]=[CH:41][CH:42]=3)[N:23]=2)[CH:12]=[CH:13][C:14]=1[N:15]1[CH2:16][CH2:17][O:18][CH2:19][CH2:20]1. Reported procedure: 2,2,2-Trifluoroacetic acid (0.283 mL, 3.68 mmol) was added to a solution of N-(3-(6-((3-fluoro-4-morpholinophenyl)amino)-1-(tetrahydro-2H-pyran-2-yl)-1H-pyrazolo[3,4-d]pyrimidin-4-yl)phenyl)acrylamide (20 mg, 0.037 mmol) in CH2Cl2 (5 mL), and the reaction mixture was stirred overnight at room temperature, after which the solvent was removed by vacuum. The residue was purified by flash column chromatography (5% CH3OH/CH2Cl2) to yield the title compound as a solid. 1H NMR (400 MHz, CD3OD): δ 8.72 ...